From a dataset of the Open Reaction Database (ORD), a public repository of structured organic reaction records. describe an organic reaction: reactants, conditions, products, and yield Isolated yield 90.4%. Procedure details: A 4 neck 2 liter round bottomed flask was charged with 600 ml of DMF and 160 g of potassium t-butoxide (1.35 moles). Under nitrogen the flask was cooled to 0° C. and 200 g of 2-(2,2,3-trimethylcyclopent-3-en-1-yl)propanal (from Example 5) at 90% purity (1.08 moles) in 100 ml of DMF were added over 40 minutes at 0°-5° C. The reaction was stirred 30 minutes at 0° C. Then 140 g of methallyl chloride (1.54 moles) in 100 ml of DMF were added dropwise over 40 minutes at 5°-15° C. The batch was stirred... Product: CC(C=O)(CC(=C)C)C1C(C(=CC1)C)(C)C (2,4-Dimethyl-2-(2,2,3-trimethylcyclopent-3-en-1-yl)-4-pentenal). Starting materials: CC1(C(CC=C1C)C(C=O)C)C (2-(2,2,3-Trimethylcyclopent-3-en-1-yl)propanal), C(C(C)=C)Cl (methallyl chloride), O (water), CC(C)([O-])C.[K+] (potassium t-butoxide). Reaction SMILES: [CH3:1][C:2]([CH3:5])([O-])[CH3:3].[K+].[CH3:7][C:8]1([CH3:18])[C:12]([CH3:13])=[CH:11][CH2:10][CH:9]1[CH:14]([CH3:17])[CH:15]=[O:16].C(Cl)C(=C)C.O>CN(C=O)C>[CH3:17][C:14]([CH:9]1[CH2:10][CH:11]=[C:12]([CH3:13])[C:8]1([CH3:18])[CH3:7])([CH2:3][C:2]([CH3:5])=[CH2:1])[CH:15]=[O:16] |f:0.1|. Reaction conditions: temperature 0 celsius, time 30 minute. Solvent: CN(C)C=O (DMF), CN(C)C=O (DMF), CN(C)C=O (DMF).